From a dataset of the Open Reaction Database (ORD), a public repository of structured organic reaction records. describe an organic reaction: reactants, conditions, products, and yield Reactants: CC(=O)O, O=[N+]([O-])c1cc(Cl)cc(F)c1F, [Na+], [Na+], O=S(=O)([O-])[O-], O, O, Cl[Sn]Cl. Yields the product Nc1cc(Cl)cc(F)c1F. RXN SMILES: [CH3:25][C:26](=[O:27])[OH:28].[Cl:1][c:2]1[cH:3][c:4]([N+:10]([O-:11])=[O:12])[c:5]([F:9])[c:6]([F:8])[cH:7]1.[Na+:18].[Na+:19].[O-:20][S:21](=[O:22])(=[O:23])[O-:24].[OH2:13].[OH2:14].[Sn:15]([Cl:16])[Cl:17]>>[Cl:1][c:2]1[cH:3][c:4]([NH2:10])[c:5]([F:9])[c:6]([F:8])[cH:7]1. Reactants: O=C([O-])[O-], CC(C)=O, [K+], [K+], O, Cc1c(O)c2c(c(C)c1NC(=O)CC(C)(C)C)C(c1ccc(C(C)C)cc1)CO2, CCOS(=O)(=O)OCC. Yields the product CCOc1c(C)c(NC(=O)CC(C)(C)C)c(C)c2c1OCC2c1ccc(C(C)C)cc1. RXN SMILES: [C:30](=[O:31])([O-:32])[O-:33].[CH3:46][C:47](=[O:48])[CH3:49].[K+:34].[K+:35].[OH2:45].[OH:1][c:2]1[c:3]([CH3:29])[c:4]([NH:21][C:22]([CH2:23][C:24]([CH3:25])([CH3:26])[CH3:27])=[O:28])[c:5]([CH3:20])[c:6]2[c:10]1[O:9][CH2:8][CH:7]2[c:11]1[cH:12][cH:13][c:14]([CH:17]([CH3:18])[CH3:19])[cH:15][cH:16]1.[S:36]([O:37][CH2:38][CH3:39])([O:42][CH2:40][CH3:41])(=[O:43])=[O:44]>>[O:1]([c:2]1[c:3]([CH3:29])[c:4]([NH:21][C:22]([CH2:23][C:24]([CH3:25])([CH3:26])[CH3:27])=[O:28])[c:5]([CH3:20])[c:6]2[c:10]1[O:9][CH2:8][CH:7]2[c:11]1[cH:12][cH:13][c:14]([CH:17]([CH3:18])[CH3:19])[cH:15][cH:16]1)[CH2:40][CH3:41]. The yield is 46.0%. Starting materials: CC1=CC=C(S1)C(=O)N (5-methyl-2-thiophenecarboxamide), ClCC(=O)CCl (1,3-dichloroacetone). Reported procedure: In substantially the same manner as in Reference Example 47, 5-methyl-2-thiophenecarboxamide was allowed to react with 1,3-dichloroacetone to give 4-chloromethyl-2-(5-methyl-2-thienyl)oxazole. The yield was 46%. Recrystallization from ethyl acetate-hexane gave colorless prisms, mp 84-85° C. The product is ClCC=1N=C(OC1)C=1SC(=CC1)C (4-chloromethyl-2-(5-methyl-2-thienyl)oxazole). As a reaction SMILES: [CH3:1][C:2]1[S:6][C:5]([C:7]([NH2:9])=[O:8])=[CH:4][CH:3]=1.[Cl:10][CH2:11][C:12]([CH2:14]Cl)=O>>[Cl:10][CH2:11][C:12]1[N:9]=[C:7]([C:5]2[S:6][C:2]([CH3:1])=[CH:3][CH:4]=2)[O:8][CH:14]=1. The reactants are Cl.ClC=1N=C(NC1CC)C(=O)N[C@@H]1[C@@H](CNCC1)OCC (cis(±)-4-Chloro-N-(3-ethoxypiperidin-4-yl)-5-ethyl-1H-imidazole-2-carboxamide hydrochloride), ClC1=NC=CC=C1 (2-chloropyridine), C([O-])([O-])=O.[Na+].[Na+] (sodium carbonate). Solvent: CN(C)C=O (DMF), C(C)(=O)OCC (ethyl acetate). Product: ClC=1N=C(NC1CC)C(=O)N[C@@H]1[C@@H](CN(CC1)C1=NC=CC=C1)OCC (cis(±)-4-Chloro-N-(3-ethoxy-1-pyridin-2-ylpiperidin-4-yl)-5-ethyl-1H-imidazole-2-carboxamide). Yield: 3.5%. As a reaction SMILES: Cl.[Cl:2][C:3]1[N:4]=[C:5]([C:10]([NH:12][C@H:13]2[CH2:18][CH2:17][NH:16][CH2:15][C@H:14]2[O:19][CH2:20][CH3:21])=[O:11])[NH:6][C:7]=1[CH2:8][CH3:9].Cl[C:23]1[CH:28]=[CH:27][CH:26]=[CH:25][N:24]=1.C(=O)([O-])[O-].[Na+].[Na+]>CN(C=O)C.C(OCC)(=O)C>[Cl:2][C:3]1[N:4]=[C:5]([C:10]([NH:12][C@H:13]2[CH2:18][CH2:17][N:16]([C:23]3[CH:28]=[CH:27][CH:26]=[CH:25][N:24]=3)[CH2:15][C@H:14]2[O:19][CH2:20][CH3:21])=[O:11])[NH:6][C:7]=1[CH2:8][CH3:9] |f:0.1,3.4.5|. Procedure details: cis(±)-4-Chloro-N-(3-ethoxypiperidin-4-yl)-5-ethyl-1H-imidazole-2-carboxamide hydrochloride obtained in Example (131a) (100 mg, 0.297 mmol), 2-chloropyridine (0.035 mL, 0.37 mmol) and sodium carbonate (157 mg, 1.48 mmol) were suspended in DMF (1 mL), and the suspension was heated using a microwave reactor at 180° C. for 30 minutes. The reaction solution was diluted with ethyl acetate, washed with water and brine, and dried over anhydrous sodium sulfate. Following concentration under reduced pres... Reactants: NC1=NC=CC=C1OCC1=CC=C(C=C1)F (2-amino-3-(4-fluorobenzyloxy)pyridine), Cl.C1(=CC=CC=C1)CC(OCC)=N (ethyl phenylacetimidate hydrochloride). Solvent: C(C)O (ethanol), C(Cl)(Cl)Cl (chloroform). The product is Cl.FC1=CC=C(COC=2C(=NC=CC2)NC(CC2=CC=CC=C2)=N)C=C1 (N-(3-(4-Fluorobenzyloxy)-2-pyridyl)phenylacetamidine hydrochloride). Yield: 9.4%. RXN SMILES: [NH2:1][C:2]1[C:7]([O:8][CH2:9][C:10]2[CH:15]=[CH:14][C:13]([F:16])=[CH:12][CH:11]=2)=[CH:6][CH:5]=[CH:4][N:3]=1.[ClH:17].[C:18]1([CH2:24][C:25](=[NH:29])OCC)[CH:23]=[CH:22][CH:21]=[CH:20][CH:19]=1>C(O)C.C(Cl)(Cl)Cl>[ClH:17].[F:16][C:13]1[CH:14]=[CH:15][C:10]([CH2:9][O:8][C:7]2[C:2]([NH:1][C:25](=[NH:29])[CH2:24][C:18]3[CH:23]=[CH:22][CH:21]=[CH:20][CH:19]=3)=[N:3][CH:4]=[CH:5][CH:6]=2)=[CH:11][CH:12]=1 |f:1.2,5.6|. Procedure: A mixture of 2-amino-3-(4-fluorobenzyloxy)pyridine (5.42 g, 24.2 mmol) and ethyl phenylacetimidate hydrochloride (6.28 g, 26.7 mmol) in ethanol (80 ml) was heated under reflux for 2 hours. Evaporation of the solvent gave an oil which was taken up in chloroform, filtered to remove an insoluble white solid, and purified by flash chromatography (chloroform/methanol) to obtain the product (0.85 g), m.p. 175°-178° C. Starting materials: BrC=1N=C(N(C1)NC(=O)OC(C)(C)C)C(=O)OCC (ethyl 4-bromo-1-((tert-butoxycarbonyl)amino)-1H-imidazole-2-carboxylate), CC(C)([O-])C.[K+] (potassium tert-butoxide), C(C)(=O)OCC (ethyl acetate). The solvent is C1CCOC1 (THF), C1CCOC1 (THF). Reaction conditions: temperature 0 celsius, time 5 minute. Product: BrC=1N=C(N(C1)NC(=O)OC(C)(C)C)C(CC(=O)OCC)=O (ethyl 3-(4-bromo-1-((tert-butoxycarbonyl)amino)-1H-imidazol-2-yl)-3-oxopropanoate). Yield: 70.3%. RXN SMILES: [Br:1][C:2]1[N:3]=[C:4]([C:15]([O:17]CC)=O)[N:5]([NH:7][C:8]([O:10][C:11]([CH3:14])([CH3:13])[CH3:12])=[O:9])[CH:6]=1.CC(C)([O-])C.[K+].[C:26]([O:29][CH2:30][CH3:31])(=[O:28])[CH3:27]>C1COCC1>[Br:1][C:2]1[N:3]=[C:4]([C:15](=[O:17])[CH2:27][C:26]([O:29][CH2:30][CH3:31])=[O:28])[N:5]([NH:7][C:8]([O:10][C:11]([CH3:12])([CH3:13])[CH3:14])=[O:9])[CH:6]=1 |f:1.2|. Procedure: To a solution of ethyl 4-bromo-1-((tert-butoxycarbonyl)amino)-1H-imidazole-2-carboxylate (1.90 g, 5.69 mmol) in THF (4.4 ml) at 0° C., was added dropwise a cold (pre-cooled at 0° C.) 1M THF solution of potassium tert-butoxide (17.06 ml, 17.06 mmol). The reaction was stirred at 0° C. for 5 minutes. Dry ethyl acetate (1.410 ml, 14.40 mmol), which was pre-cooled at 0° C., was added dropwise. Stirring was continued at 0° C. for 15 minutes. The ice bath was removed. The reaction was stirred at room t... Reactants: C(C1=CC=CC=C1)N1CC=2C(CC3=C(C2C1)C=CC=C3OC)C3=CC=CC=C3 (2-benzyl-6-methoxy-4-phenyl-2,3,4,5-tetrahydrobenzo[e]isoindole), CN(C1=CC=CC2=CC=CC(=C12)N(C)C)C (1,8-bis(dimethylamino)-naphthalene), ClC(C)OC(=O)Cl (1-chloroethylchloroformate). The solvent is ClCCCl (1,2-dichloroethane). Product: Cl.COC1=CC=CC=2C=3CNCC3C(CC21)C2=CC=CC=C2 (6-Methoxy-4-phenyl-2,3,4,5-tetrahydro-1H-benzo[e]isoindole hydrochloride). Reaction SMILES: C([N:8]1[CH2:16][C:15]2[C:14]3[CH:17]=[CH:18][CH:19]=[C:20]([O:21][CH3:22])[C:13]=3[CH2:12][CH:11]([C:23]3[CH:28]=[CH:27][CH:26]=[CH:25][CH:24]=3)[C:10]=2[CH2:9]1)C1C=CC=CC=1.CN(C)C1C2C(=CC=CC=2N(C)C)C=CC=1.[Cl:45]C(OC(Cl)=O)C>ClCCCl>[ClH:45].[CH3:22][O:21][C:20]1[C:13]2[CH2:12][CH:11]([C:23]3[CH:28]=[CH:27][CH:26]=[CH:25][CH:24]=3)[C:10]3[CH2:9][NH:8][CH2:16][C:15]=3[C:14]=2[CH:17]=[CH:18][CH:19]=1 |f:4.5|. Reported procedure: To a solution of 0.89 g (2.52 mmol) of 2-benzyl-6-methoxy-4-phenyl-2,3,4,5-tetrahydrobenzo[e]isoindole, from Step 6, in 22 mL of 1,2-dichloroethane is added 0.11 g (0.05 mmol) of 1,8-bis(dimethylamino)-naphthalene and 0.33 mL (3.15 mmol) of 1-chloroethylchloroformate at 0° C. The solution is heated to reflux for 2 h and the solvent removed in vacuo. The residue is filtered through silica gel, eluting with 25% ethyl acetate in hexanes. After concentration under reduced pressure, methanol (20 mL) ... Reactants: NS(=O)(=O)C1=C(N=C(S1)NC(C)=O)C (N-[5-(aminosulfonyl)-4-methyl-1,3-thiazol-2-yl]acetamide), product. Run in O.NN (hydrazine hydrate), O (H2O). Run at time 4 hour. Product: NC=1SC(=C(N1)C)S(=O)(=O)N (2-Amino-4-methyl-1,3-thiazole-5-sulfonamide). As a reaction SMILES: [NH2:1][S:2]([C:5]1[S:9][C:8]([NH:10]C(=O)C)=[N:7][C:6]=1[CH3:14])(=[O:4])=[O:3]>O.NN.O>[NH2:10][C:8]1[S:9][C:5]([S:2]([NH2:1])(=[O:4])=[O:3])=[C:6]([CH3:14])[N:7]=1 |f:1.2|. Procedure details: A suspension of N-[5-(aminosulfonyl)-4-methyl-1,3-thiazol-2-yl]acetamide (the product from Example 53, step ii) (0.44 g) in hydrazine hydrate (1.5 ml) was stirred at room temperature for 4 h. The mixture was diluted with H2O and extracted with EtOAc (×4). The combined organic extracts were dried (MgSO4), filtered and evaporated to give the subtitle compound as an off-white solid. Yield 0.23 g.